The task is: describe an organic reaction: reactants, conditions, products, and yield. This data is from the Open Reaction Database (ORD), a public repository of structured organic reaction records. The reactants are CS(=O)[O-], CN(C)C=O, [Na+], O, O=S(=O)(Oc1ccc(CBr)nc1)c1ccccc1. The product is CS(=O)(=O)Cc1ccc(OS(=O)(=O)c2ccccc2)cn1. Reaction SMILES: [CH3:19][S:20](=[O:21])[O-:22].[CH3:25][N:26]([CH3:27])[CH:28]=[O:29].[Na+:23].[OH2:24].[c:1]1([S:7](=[O:8])(=[O:9])[O:10][c:11]2[cH:12][n:13][c:14]([CH2:17][Br:18])[cH:15][cH:16]2)[cH:2][cH:3][cH:4][cH:5][cH:6]1>>[c:1]1([S:7](=[O:8])(=[O:9])[O:10][c:11]2[cH:12][n:13][c:14]([CH2:17][S:20]([CH3:19])(=[O:21])=[O:22])[cH:15][cH:16]2)[cH:2][cH:3][cH:4][cH:5][cH:6]1. The reactants are O=C([O-])[O-], CS(C)=O, C1CC(N2CCNCC2)C1, CCOC(=O)c1ccc(F)cc1, [K+], [K+]. Product: CCOC(=O)c1ccc(N2CCN(C3CCC3)CC2)cc1. Reaction SMILES: [C:23](=[O:24])([O-:25])[O-:26].[CH3:29][S:30]([CH3:31])=[O:32].[CH:13]1([N:17]2[CH2:18][CH2:19][NH:20][CH2:21][CH2:22]2)[CH2:14][CH2:15][CH2:16]1.[F:1][c:2]1[cH:3][cH:4][c:5]([C:6](=[O:7])[O:8][CH2:9][CH3:10])[cH:11][cH:12]1.[K+:27].[K+:28]>>[c:2]1([N:20]2[CH2:19][CH2:18][N:17]([CH:13]3[CH2:14][CH2:15][CH2:16]3)[CH2:22][CH2:21]2)[cH:3][cH:4][c:5]([C:6](=[O:7])[O:8][CH2:9][CH3:10])[cH:11][cH:12]1. Starting materials: 50, C(C1=CC=CC=C1)(=O)OOC(C1=CC=CC=C1)=O (benzoyl peroxide), C(C=1C(C(=O)OC2CCCCC2)=CC=CC1)(=O)OC1CCCCC1 (dicyclohexyl phthalate). Yields the product C1(C2C(C(=O)O1)CCCC2)=O (hexahydrophthalic anhydride). Reaction SMILES: C(OOC(=O)C1C=CC=CC=1)(=O)C1C=CC=CC=1.[C:19]([O:36]C1CCCCC1)(=[O:35])[C:20]1[C:21](=[CH:31][CH:32]=[CH:33][CH:34]=1)[C:22]([O:24]C1CCCCC1)=O>>[C:22]1(=[O:24])[O:36][C:19](=[O:35])[CH:20]2[CH2:34][CH2:33][CH2:32][CH2:31][CH:21]12. Procedure: 5.10 g of a 50 (wt) % benzoyl peroxide solution in dicyclohexyl phthalate; The reactants are BrC=1C=C(C(=NC1)NC1=CC(=CC=C1)C=1C=NC=CC1)N (5-bromo-N2-[3-(pyridin-3-yl)phenyl]pyridine-2,3-diamine), C(=O)O (formic acid). Run at temperature 80 celsius. Product: BrC=1C=C2C(=NC1)N(C=N2)C2=CC(=CC=C2)C=2C=NC=CC2 (6-bromo-3-[3-(pyridin-3-yl)phenyl]-3H-imidazo[4,5-b]pyridine). Reaction SMILES: [Br:1][C:2]1[CH:3]=[C:4]([NH2:21])[C:5]([NH:8][C:9]2[CH:14]=[CH:13][CH:12]=[C:11]([C:15]3[CH:16]=[N:17][CH:18]=[CH:19][CH:20]=3)[CH:10]=2)=[N:6][CH:7]=1.[CH:22](O)=O>>[Br:1][C:2]1[CH:3]=[C:4]2[N:21]=[CH:22][N:8]([C:9]3[CH:14]=[CH:13][CH:12]=[C:11]([C:15]4[CH:16]=[N:17][CH:18]=[CH:19][CH:20]=4)[CH:10]=3)[C:5]2=[N:6][CH:7]=1. Procedure details: A mixture of crude 5-bromo-N2-[3-(pyridin-3-yl)phenyl]pyridine-2,3-diamine and 98% formic acid was heated at 80° C. for 3 hours. The reaction was cooled, evaporated to dryness, the residue suspended in water and made basic by the cautious addition of solid sodium hydrogen carbonate. This was then extracted with ethyl acetate, the organics dried over anhydrous sodium sulphate, filtered and pre-adsorbed on to silica. Purification by silica gel chromatography eluting with dichloromethane/methanol/0... The reactants are COC(OC)N(C)C, Cc1ccccc1, Cc1c([N+](=O)[O-])cc(C#N)c(N)c1[N+](=O)[O-]. Product: Cc1c([N+](=O)[O-])cc(C#N)c(N=CN(C)C)c1[N+](=O)[O-]. Reaction SMILES: [CH3:17][O:18][CH:19]([N:20]([CH3:21])[CH3:22])[O:23][CH3:24].[CH3:25][c:26]1[cH:27][cH:28][cH:29][cH:30][cH:31]1.[NH2:1][c:2]1[c:3]([C:4]#[N:5])[cH:6][c:7]([N+:14](=[O:15])[O-:16])[c:8]([CH3:13])[c:9]1[N+:10](=[O:11])[O-:12]>>[N:1]([c:2]1[c:3]([C:4]#[N:5])[cH:6][c:7]([N+:14](=[O:15])[O-:16])[c:8]([CH3:13])[c:9]1[N+:10](=[O:11])[O-:12])=[CH:19][N:20]([CH3:21])[CH3:22]. Reactants: CC1=C(N=C(S1)CBr)Br (methyl 4-bromo-2-(bromomethyl)thiazole), C([O-])([O-])=O.[K+].[K+] (potassium carbonate), Cl.C12CNCC2C1 (3-azabicyclo[3.1.0]hexane hydrochloride). The solvent is CN(C)C=O (DMF). Product: C12CN(CC2C1)CC=1SC=C(N1)Br (2-(3-azabicyclo[3.1.0]hexan-3-ylmethyl)-4-bromothiazole). The yield is 78.0%. RXN SMILES: C[C:2]1[S:6][C:5]([CH2:7]Br)=[N:4][C:3]=1[Br:9].C(=O)([O-])[O-].[K+].[K+].Cl.[CH:17]12[CH2:22][CH:21]1[CH2:20][NH:19][CH2:18]2>CN(C=O)C>[CH:17]12[CH2:22][CH:21]1[CH2:20][N:19]([CH2:7][C:5]1[S:6][CH:2]=[C:3]([Br:9])[N:4]=1)[CH2:18]2 |f:1.2.3,4.5|. Procedure details: A solution of methyl 4-bromo-2-(bromomethyl)thiazole (prepared according to the procedure reported in US 2010/298388, 0.60 g, 2.33 mmol) in DMF (5 ml) was added to a potassium carbonate (0.48 g, 3.50 mmol) and 3-azabicyclo[3.1.0]hexane hydrochloride (0.33 g, 2.80 mmol) at 0° C. under stirring. The reaction mixture was stirred at room temperature for 30 minutes. The progress of the reaction was monitored by TLC. The reaction mixture was quenched with water (5 ml). The mixture was then extracted w... The reactants are C(CCC)P(=CC#N)(CCCC)CCCC (2-(tributylphosphoranylidene)acetonitrile), FC1=CC=C(C=C1)S(=O)(=O)NC1=NC=C(C=C1)C(C)C (4-fluoro-N-(5-isopropylpyridin-2-yl)benzenesulfonamide), O1CC(C1)CO (oxetan-3-ylmethanol), C(CCC)P(=CC#N)(CCCC)CCCC (2-(tributylphosphoranylidene)acetonitrile), O1CC(C1)CO (oxetan-3-ylmethanol). The solvent is C1(=CC=CC=C1)C (toluene), C1(=CC=CC=C1)C (toluene). Reaction conditions: temperature 20 celsius, time 16 hour. The product is FC1=CC=C(C=C1)S(=O)(=O)N(CC1COC1)C1=NC=C(C=C1)C(C)C (4-fluoro-N-(5-isopropylpyridin-2-yl)-N-(oxetan-3-ylmethyl)benzenesulfonamide). The yield is 72.6%. Reaction SMILES: [F:1][C:2]1[CH:7]=[CH:6][C:5]([S:8]([NH:11][C:12]2[CH:17]=[CH:16][C:15]([CH:18]([CH3:20])[CH3:19])=[CH:14][N:13]=2)(=[O:10])=[O:9])=[CH:4][CH:3]=1.[O:21]1[CH2:24][CH:23]([CH2:25]O)[CH2:22]1.C(P(CCCC)(CCCC)=CC#N)CCC>C1(C)C=CC=CC=1>[F:1][C:2]1[CH:3]=[CH:4][C:5]([S:8]([N:11]([C:12]2[CH:17]=[CH:16][C:15]([CH:18]([CH3:20])[CH3:19])=[CH:14][N:13]=2)[CH2:25][CH:23]2[CH2:24][O:21][CH2:22]2)(=[O:10])=[O:9])=[CH:6][CH:7]=1. Reported procedure: To a solution of 4-fluoro-N-(5-isopropylpyridin-2-yl)benzenesulfonamide (100 mg, 0.340 mmol) and oxetan-3-ylmethanol (20.95 mg, 0.238 mmol) in toluene (1.5 mL) stirred in air at room temperature was added a solution of 2-(tributylphosphoranylidene)acetonitrile (82 mg, 0.340 mmol) in toluene (0.5 mL). The reaction mixture was stirred at 20° C. for 16 hours. Additional 2-(tributylphosphoranylidene)acetonitrile (82 mg, 0.340 mmol) and oxetan-3-ylmethanol (20.95 mg, 0.238 mmol) were added and the so...